Dataset: the Open Reaction Database (ORD), a public repository of structured organic reaction records. Task: describe an organic reaction: reactants, conditions, products, and yield Reactants: CCC(CC)c1cc(C)nn2c(-c3ccsc3C)c(C)nc12, ClCCl, O=C1CCC(=O)N1Br. The product is CCC(CC)c1cc(C)nn2c(-c3cc(Br)sc3C)c(C)nc12. As a reaction SMILES: [CH2:1]([CH3:2])[CH:3]([CH2:4][CH3:5])[c:6]1[c:7]2[n:8]([n:9][c:10]([CH3:12])[cH:11]1)[c:13](-[c:17]1[c:18]([CH3:22])[s:19][cH:20][cH:21]1)[c:14]([CH3:16])[n:15]2.[Cl:31][CH2:32][Cl:33].[O:23]=[C:24]1[N:25]([Br:30])[C:26](=[O:27])[CH2:28][CH2:29]1>>[CH2:1]([CH3:2])[CH:3]([CH2:4][CH3:5])[c:6]1[c:7]2[n:8]([n:9][c:10]([CH3:12])[cH:11]1)[c:13](-[c:17]1[c:18]([CH3:22])[s:19][c:20]([Br:30])[cH:21]1)[c:14]([CH3:16])[n:15]2.